This data is from the Open Reaction Database (ORD), a public repository of structured organic reaction records. The task is: describe an organic reaction: reactants, conditions, products, and yield Product: CC1=C2C(N(C(C2=CC=C1)=O)CC(C(=O)OCC)C1(OCCO1)C)=O (Ethyl 3-(4-methyl-1,3-dioxo-1,3-dihydro-isoindol-2-yl)-2-(2-methyl-[1,3]dioxolan-2-yl)propionate). RXN SMILES: [NH2:1][CH2:2][CH:3]([C:9]1([CH3:14])[O:13][CH2:12][CH2:11][O:10]1)[C:4]([O:6][CH2:7][CH3:8])=[O:5].[CH3:15][C:16]1[CH:26]=[CH:25][CH:24]=[C:18]2[C:19]([O:21][C:22](=O)[C:17]=12)=[O:20]>>[CH3:15][C:16]1[CH:26]=[CH:25][CH:24]=[C:18]2[C:17]=1[C:22](=[O:21])[N:1]([CH2:2][CH:3]([C:9]1([CH3:14])[O:10][CH2:11][CH2:12][O:13]1)[C:4]([O:6][CH2:7][CH3:8])=[O:5])[C:19]2=[O:20]. Starting materials: example 5 ( 20 ), NCC(C(=O)OCC)C1(OCCO1)C (ethyl 3-amino-2-(2-methyl-[1,3]dioxolan-2-yl)propionate), CC1=C2C(C(=O)OC2=O)=CC=C1 (3-methylphthalic anhydride). Reported procedure: Ethyl 3-(4-methyl-1,3-dioxo-1,3-dihydro-isoindol-2-yl)-2-(2-methyl-[1,3]dioxolan-2-yl)propionate was prepared (0.57 g, 76%) in the same manner as described in the above example 5 (20) from ethyl 3-amino-2-(2-methyl-[1,3]dioxolan-2-yl)propionate (0.60 g, 3.25 mmol) and 3-methylphthalic anhydride (0.79 g, 4.87 mmol), and the obtained product was identified with the following NMR data. Starting materials: C(C)(=O)OCC (ethyl acetate), N1=CC=NC=2SC3=C(NC21)C=C(C=C3)CNC(SC)=N (N-(10H-pyrazino[2,3-b][1,4]benzothiazin-8-ylmethyl)-S-methylisothiourea), N#CN (cyanamide), O (water). The solvent is CN(C=O)C (N,N-dimethylformamide). The product is N1=CC=NC=2SC3=C(NC21)C=C(C=C3)CNC(=NC#N)N (1-(10H-Pyrazino[2,3-b][1,4]benzothiazin-8-ylmethyl)-2-cyanoguanidine). Isolated yield 77.1%. RXN SMILES: [N:1]1[C:10]2[NH:9][C:8]3[CH:11]=[C:12]([CH2:15][NH:16][C:17](=[NH:20])SC)[CH:13]=[CH:14][C:7]=3[S:6][C:5]=2[N:4]=[CH:3][CH:2]=1.[N:21]#[C:22][NH2:23].O.C(OCC)(=O)C>CN(C)C=O>[N:1]1[C:10]2[NH:9][C:8]3[CH:11]=[C:12]([CH2:15][NH:16][C:17]([NH2:20])=[N:23][C:22]#[N:21])[CH:13]=[CH:14][C:7]=3[S:6][C:5]=2[N:4]=[CH:3][CH:2]=1. Procedure: 450 mg of N-(10H-pyrazino[2,3-b][1,4]benzothiazin-8-ylmethyl)-S-methylisothiourea and 500 mg of cyanamide were heated in 30 ml of N,N-dimethylformamide to 70° C. for 12 hours. Then the reaction mixture was brought back to room temperature and distributed into water and ethyl acetate. The organic layer was extracted and washed with water. After adding 5 g of silica gel, the solvent was distilled off under reduced pressure. The residue was purified by silica gel column chromatography (eluted with ... The reactants are C(C)(C)(C)OC(=O)N1C(CCCC1)CCOC1=C(C(NC2=CC(=C(C=C12)[N+](=O)[O-])Cl)=O)C1=CC(=CC=C1)Br (2-{2-[3-(3-bromophenyl)-7-chloro-6-nitro-2-oxo-1,2-dihydroquinolin-4-yloxy]-ethyl}-piperidine-1-carboxylic acid tert-butyl ester), FC(C(=O)O)(F)F (trifluoroacetic acid). Reagents/catalysts: C1(=CC=CC=C1)OC (anisole). Product: BrC=1C=C(C=CC1)C=1C(NC2=CC(=C(C=C2C1OCCC1NCCCC1)[N+](=O)[O-])Cl)=O (3-(3-bromophenyl)-7-chloro-6-nitro-4-(2-piperidin-2-yl-ethoxy)-1H-quinolin-2-one). The yield is 87.1%. As a reaction SMILES: C(OC([N:8]1[CH2:13][CH2:12][CH2:11][CH2:10][CH:9]1[CH2:14][CH2:15][O:16][C:17]1[C:26]2[C:21](=[CH:22][C:23]([Cl:30])=[C:24]([N+:27]([O-:29])=[O:28])[CH:25]=2)[NH:20][C:19](=[O:31])[C:18]=1[C:32]1[CH:37]=[CH:36][CH:35]=[C:34]([Br:38])[CH:33]=1)=O)(C)(C)C.FC(F)(F)C(O)=O>C1(OC)C=CC=CC=1>[Br:38][C:34]1[CH:33]=[C:32]([C:18]2[C:19](=[O:31])[NH:20][C:21]3[C:26]([C:17]=2[O:16][CH2:15][CH2:14][CH:9]2[CH2:10][CH2:11][CH2:12][CH2:13][NH:8]2)=[CH:25][C:24]([N+:27]([O-:29])=[O:28])=[C:23]([Cl:30])[CH:22]=3)[CH:37]=[CH:36][CH:35]=1. Procedure details: To a solution of 2-{2-[3-(3-bromophenyl)-7-chloro-6-nitro-2-oxo-1,2-dihydroquinolin-4-yloxy]-ethyl}-piperidine-1-carboxylic acid tert-butyl ester (33 mg in 1.5 mL methylene chloride) was added 2 drops of anisole followed by 1.5 mL of trifluoroacetic acid and the mixture stirred at room temperature. After 1 hour the solvents were removed in vacuo and the resulting residue purified by flash chromatography on silica gel (methylene chloride:methanol, 95:5) to give the title compound (24 mg). The reactants are COc1ccc(C2=CCN(C(=O)OC(C)(C)C)CC2)c2sc(NC(=O)c3ccnc(N4CCOCC4)c3)nc12, C1CCOC1, CO. Product: COc1ccc(C2CCN(C(=O)OC(C)(C)C)CC2)c2sc(NC(=O)c3ccnc(N4CCOCC4)c3)nc12. Reaction SMILES: [C:1]([CH3:2])([CH3:3])([CH3:4])[O:5][C:6](=[O:7])[N:8]1[CH2:9][CH2:10][C:11]([c:14]2[cH:15][cH:16][c:17]([O:38][CH3:39])[c:18]3[n:19][c:20]([NH:23][C:24](=[O:25])[c:26]4[cH:27][c:28]([N:32]5[CH2:33][CH2:34][O:35][CH2:36][CH2:37]5)[n:29][cH:30][cH:31]4)[s:21][c:22]23)=[CH:12][CH2:13]1.[CH2:40]1[O:41][CH2:42][CH2:43][CH2:44]1.[CH3:45][OH:46]>>[C:1]([CH3:2])([CH3:3])([CH3:4])[O:5][C:6](=[O:7])[N:8]1[CH2:9][CH2:10][CH:11]([c:14]2[cH:15][cH:16][c:17]([O:38][CH3:39])[c:18]3[n:19][c:20]([NH:23][C:24](=[O:25])[c:26]4[cH:27][c:28]([N:32]5[CH2:33][CH2:34][O:35][CH2:36][CH2:37]5)[n:29][cH:30][cH:31]4)[s:21][c:22]23)[CH2:12][CH2:13]1. The product is NC(=O)c1ccc(-c2ccc(Cl)cc2)nc1. The reactants are CCO, CC(C)=O, N#Cc1ccc(-c2ccc(Cl)cc2)nc1, [Na+], [OH-], OO. As a reaction SMILES: [CH3:20][CH2:21][OH:22].[CH3:23][C:24](=[O:25])[CH3:26].[Cl:1][c:2]1[cH:3][cH:4][c:5](-[c:8]2[cH:9][cH:10][c:11]([C:14]#[N:15])[cH:12][n:13]2)[cH:6][cH:7]1.[Na+:19].[OH-:18].[OH:16][OH:17]>>[Cl:1][c:2]1[cH:3][cH:4][c:5](-[c:8]2[cH:9][cH:10][c:11]([C:14]([NH2:15])=[O:22])[cH:12][n:13]2)[cH:6][cH:7]1. The reactants are C=1(C(=CC=CC1)C#N)C (o-tolunitrile), N (ammonia), O=O (oxygen). Yields the product C1=CC=C(C(=C1)C#N)C#N (o-phthalodinitrile). RXN SMILES: [C:1]1([CH3:9])[C:2]([C:7]#[N:8])=[CH:3][CH:4]=[CH:5][CH:6]=1.[NH3:10].O=O>>[CH:4]1[CH:3]=[C:2]([C:7]#[N:8])[C:1]([C:9]#[N:10])=[CH:6][CH:5]=1. Procedure: 750 ml of a catalyst having a particle size of from 0.05 to 0.3 mm are introduced into a quartz reactor which has a diameter of 60 mm and a length of 1000 mm and is provided with an external heater and a quartz frit for uniformly distributing the reaction gas. The catalyst is composed of 5.0% by weight of V2O5, 5.9% by weight of Sb2O3 0.24% by weight of K2O, 0.56% by weight of BaO and 88.3% by weight of γ-Al2O3. The reactor is heated to 470° C. and a gas mixture consisting of 3.25% by volume of ... Starting materials: CCCC(CCC)C(=O)OCCC(=O)OC1COC(c2ccccc2)OC1, CCO, [Pd]. Product: CCCC(CCC)C(=O)OCCC(=O)OC(CO)CO. As a reaction SMILES: [CH2:1]([CH2:2][CH3:3])[CH:4]([C:5](=[O:6])[O:7][CH2:8][CH2:9][C:10]([O:11][CH:12]1[CH2:13][O:14][CH:15]([c:18]2[cH:19][cH:20][cH:21][cH:22][cH:23]2)[O:16][CH2:17]1)=[O:24])[CH2:25][CH2:26][CH3:27].[CH3:28][CH2:29][OH:30].[Pd:31]>>[CH2:1]([CH2:2][CH3:3])[CH:4]([C:5](=[O:6])[O:7][CH2:8][CH2:9][C:10]([O:11][CH:12]([CH2:13][OH:14])[CH2:17][OH:16])=[O:24])[CH2:25][CH2:26][CH3:27]. Starting materials: COC(=O)c1cnc2[nH]c(C(=CC3CCCC3)c3ccc(S(C)(=O)=O)cc3)cc2c1, CO, [H][H]. Product: COC(=O)c1cnc2[nH]c(C(CC3CCCC3)c3ccc(S(C)(=O)=O)cc3)cc2c1. As a reaction SMILES: [CH3:1][O:2][C:3](=[O:4])[c:5]1[cH:6][c:7]2[c:8]([n:9][cH:10]1)[nH:11][c:12]([C:14](=[CH:15][CH:16]1[CH2:17][CH2:18][CH2:19][CH2:20]1)[c:21]1[cH:22][cH:23][c:24]([S:27](=[O:28])(=[O:29])[CH3:30])[cH:25][cH:26]1)[cH:13]2.[CH3:33][OH:34].[H:31][H:32]>>[CH3:1][O:2][C:3](=[O:4])[c:5]1[cH:6][c:7]2[c:8]([n:9][cH:10]1)[nH:11][c:12]([CH:14]([CH2:15][CH:16]1[CH2:17][CH2:18][CH2:19][CH2:20]1)[c:21]1[cH:22][cH:23][c:24]([S:27](=[O:28])(=[O:29])[CH3:30])[cH:25][cH:26]1)[cH:13]2. Starting materials: [Na+].C1(CC1)N1C=C(C2=C(C=C(C=C12)C(=O)N1CCC2(CC1)OC1=CC=C(C=C1C(C2)=O)C=2C=NC=C(C(=O)[O-])C2)OC)C (5-{1′-[(1-Cyclopropyl-4-methoxy-3-methyl-1H-indol-6-yl)carbonyl]-4-oxo-spiro[chroman-2,4′-piperidin]-6-yl}nicotinic acid sodium salt), Cl (HCl). Solvent: CO (MeOH), O (H2O), CO (MeOH). Run at time 3 hour. Product: C1(CC1)N1C=C(C2=C(C=C(C=C12)C(=O)N1CCC2(CC1)OC1=CC=C(C=C1C(C2)=O)C=2C=NC=C(C(=O)O)C2)OC)C (5-{1′-[(1-Cyclopropyl-4-methoxy-3-methyl-1H-indol-6-yl)carbonyl]-4-oxo-spiro[chroman-2,4′-piperidin]-6-yl}nicotinic acid). Reaction SMILES: [Na+].[CH:2]1([N:5]2[C:13]3[C:8](=[C:9]([O:41][CH3:42])[CH:10]=[C:11]([C:14]([N:16]4[CH2:21][CH2:20][C:19]5([CH2:30][C:29](=[O:31])[C:28]6[C:23](=[CH:24][CH:25]=[C:26]([C:32]7[CH:33]=[N:34][CH:35]=[C:36]([CH:40]=7)[C:37]([O-:39])=[O:38])[CH:27]=6)[O:22]5)[CH2:18][CH2:17]4)=[O:15])[CH:12]=3)[C:7]([CH3:43])=[CH:6]2)[CH2:4][CH2:3]1.Cl>CO.O>[CH:2]1([N:5]2[C:13]3[C:8](=[C:9]([O:41][CH3:42])[CH:10]=[C:11]([C:14]([N:16]4[CH2:17][CH2:18][C:19]5([CH2:30][C:29](=[O:31])[C:28]6[C:23](=[CH:24][CH:25]=[C:26]([C:32]7[CH:33]=[N:34][CH:35]=[C:36]([CH:40]=7)[C:37]([OH:39])=[O:38])[CH:27]=6)[O:22]5)[CH2:20][CH2:21]4)=[O:15])[CH:12]=3)[C:7]([CH3:43])=[CH:6]2)[CH2:3][CH2:4]1 |f:0.1|. Procedure: To a stirred solution of the compound of Example 23 in MeOH (25 mL) and H2O (25 mL) was added 4 mL of 1N HCl aqueous at 0° C. 60 mL of MeOH was added thereto and the mixture was stirred at r.t. for 3 hours. The precipitate was filtered and dried at 60° C. in vacuo to give the title compound as a colorless solid. 1H-NMR (400 MHz, DMSO-d6) δ: 13.56 (1H, s), 9.09 (1H, d, J=2.2 Hz), 9.03 (1H, d, J=2.2 Hz), 8.41 (1H, dd, J=2.2, 2.2 Hz), 8.07-8.03 (2H, m), 7.29-7.25 (1H, m), 7.14 (1H, d, J=1.0 Hz), 7.... Starting materials: C(C#C)Br (propargyl bromide), C1(=CC=CC=C1)C=1NC(CC(N1)=O)C1=CC=CC=C1 (5,6-dihydro-2,6-diphenylpyrimidin-4-one), solid, CC(C)([O-])C.[K+] (potassium t-butoxide). The solvent is C1(=CC=CC=C1)C (toluene), CN(C)C=O (DMF), CCOCC (ether). Run at time 4 day. Product: C1(=CC=CC=C1)C1=NC(CC(N1CC#C)=O)C1=CC=CC=C1 (5,6-dihydro-2,6-diphenyl-3-propargylpyrimidin-4-one). Reaction SMILES: [C:1]1([C:7]2[NH:8][CH:9]([C:14]3[CH:19]=[CH:18][CH:17]=[CH:16][CH:15]=3)[CH2:10][C:11](=[O:13])[N:12]=2)[CH:6]=[CH:5][CH:4]=[CH:3][CH:2]=1.[CH3:20][C:21](C)([O-])[CH3:22].[K+].C(Br)C#C>CN(C=O)C.C1(C)C=CC=CC=1.CCOCC>[C:1]1([C:7]2[N:12]([CH2:22][C:21]#[CH:20])[C:11](=[O:13])[CH2:10][CH:9]([C:14]3[CH:15]=[CH:16][CH:17]=[CH:18][CH:19]=3)[N:8]=2)[CH:2]=[CH:3][CH:4]=[CH:5][CH:6]=1 |f:1.2|. Procedure details: To a stirred solution of 3.95 g (15.8 mmol) of 5,6-dihydro-2,6-diphenylpyrimidin-4-one in 15 mL of DMF was added 2.07 g (18.5 mmol) of solid potassium t-butoxide. The mixture was stirred for 10 rain and 2.60 g (17.5 mmol) of an 80% by weight solution of propargyl bromide in toluene was added. The mixture was stirred at room temperature for 4 days, diluted with 175 mL of ether, washed with four 50 mL portions of water and dried over MgSO4. Removal of the solvent on the rotovap left 2.47 g of crud...